describe an organic reaction: reactants, conditions, products, and yield From a dataset of the Open Reaction Database (ORD), a public repository of structured organic reaction records. Yields the product CCCc1c(Cc2ccc(-c3ccccc3C#N)cc2)c(=O)n(C2CCC(OCC3(CF)CO3)CC2)c2ncnn12. Reaction SMILES: [C:41](=[O:42])([O-:43])[OH:44].[CH3:53][C:54]#[N:55].[F:1][CH2:2][CH:3]([CH2:4][O:5][CH:6]1[CH2:7][CH2:8][CH:9]([n:12]2[c:13]3[n:14]([c:15]([CH2:34][CH2:35][CH3:36])[c:16]([CH2:19][c:20]4[cH:21][cH:22][c:23](-[c:26]5[c:27]([C:32]#[N:33])[cH:28][cH:29][cH:30][cH:31]5)[cH:24][cH:25]4)[c:17]2=[O:18])[n:37][cH:38][n:39]3)[CH2:10][CH2:11]1)[OH:40].[Na+:45].[Na+:51].[Na+:52].[S:46]([O-:47])([O-:48])(=[O:49])=[S:50]>>[F:1][CH2:2][C:3]1([CH2:4][O:5][CH:6]2[CH2:7][CH2:8][CH:9]([n:12]3[c:13]4[n:14]([c:15]([CH2:34][CH2:35][CH3:36])[c:16]([CH2:19][c:20]5[cH:21][cH:22][c:23](-[c:26]6[c:27]([C:32]#[N:33])[cH:28][cH:29][cH:30][cH:31]6)[cH:24][cH:25]5)[c:17]3=[O:18])[n:37][cH:38][n:39]4)[CH2:10][CH2:11]2)[O:40][CH2:41]1. Reactants: O=C([O-])O, CC#N, CCCc1c(Cc2ccc(-c3ccccc3C#N)cc2)c(=O)n(C2CCC(OCC(O)CF)CC2)c2ncnn12, [Na+], [Na+], [Na+], O=S([O-])([O-])=S. Reactants: COc1ccccc1, CS(=O)(=O)c1ncc(Cl)c(C(=O)O)n1, O=C=O. Yields the product CS(=O)(=O)c1ncc(Cl)cn1. RXN SMILES: [CH3:18][O:19][c:20]1[cH:21][cH:22][cH:23][cH:24][cH:25]1.[Cl:1][c:2]1[c:3]([C:12]([OH:13])=[O:14])[n:4][c:5]([S:8](=[O:9])(=[O:10])[CH3:11])[n:6][cH:7]1.[O:15]=[C:16]=[O:17]>>[Cl:1][c:2]1[cH:3][n:4][c:5]([S:8](=[O:9])(=[O:10])[CH3:11])[n:6][cH:7]1. The reactants are C(C)N (ethylamine), [OH-].[Na+] (sodium hydroxide), ClC(=O)OC1=CC=CC=C1 (phenyl chloroformate). RXN SMILES: [CH2:1]([NH2:3])[CH3:2].[OH-].[Na+].Cl[C:7]([O:9][C:10]1[CH:15]=[CH:14][CH:13]=[CH:12][CH:11]=1)=[O:8]>C(Cl)Cl>[CH2:1]([NH:3][C:7](=[O:8])[O:9][C:10]1[CH:15]=[CH:14][CH:13]=[CH:12][CH:11]=1)[CH3:2] |f:1.2|. Product: C(C)NC(OC1=CC=CC=C1)=O (phenyl N-ethylcarbamate). Reported procedure: An aqueous solution of ethylamine (2.58g of 70% solution, 0.04 mole) and an aqueous sodium hydroxide solution (1.44g in 8 ml solution, 0.036 mole) were added dropwise simultaneously over a period of 15 minutes to a cool solution of phenyl chloroformate (6.0g, 0.038 mole) in methylene chloride (35 ml). The reaction mixture was stirred for one hour, then separated. The organic layer was dried over anhydrous magnesium sulfate, then filtered and stripped of solvent on a Rotovap. White crystals of ph... Run in C(Cl)Cl (methylene chloride). Conditions: time 1 hour. Yield: 99.9%. Reactants: formula II, O1C(CCCC1)OC1OCCCC1 (tetrahydropyranyl ether), C(C)(=O)OC[C@H]1[C@@H](C1(C(=O)OCC)C(=O)OCC)C=CC(CCCCC)O (diethyl trans-3-(acetoxymethyl)-2-(3-hydroxy-1-octenyl)cyclopropane-1,1-dicarboxylate), formula II, OC(/C=C/C1C(C1)(C(=O)OC)C(=O)OC)CCCCC (dimethyl trans-2-(3-hydroxy-1-octenyl)cyclopropane-1,1-dicarboxylate), O1C(CCCC1)OC1OCCCC1 (tetrahydropyranyl ether). The product is C(C)(=O)OC[C@H]1[C@@H](C1(C(=O)OCC)C(=O)OCC)C=CC(CCCCC)OC1OCCCC1 (diethyl trans-3-(acetoxymethyl)-2-{3-[(tetrahydropyran-2-yl)oxy]-1-octenyl}cyclopropane-1,1-dicarboxylate), C[C@H]1[C@@H](C1(C(=O)OC)C(=O)OC)C=CC(CC=CC)O (dimethyl trans-3-methyl-2-(3-hydroxy-1,5-heptadienyl)cyclopropane-1,1-dicarboxylate). As a reaction SMILES: OC(CCCCC)/C=C/[CH:5]1[CH2:7][C:6]1([C:12]([O:14][CH3:15])=O)C(OC)=O.O1CCCCC1OC1CCCCO1.[C:34]([O:37][CH2:38][C@@H:39]1[C:41]([C:47]([O:49][CH2:50][CH3:51])=[O:48])([C:42]([O:44][CH2:45][CH3:46])=[O:43])[C@H:40]1[CH:52]=[CH:53][CH:54]([OH:60])[CH2:55][CH2:56][CH2:57][CH2:58][CH3:59])(=[O:36])[CH3:35]>>[C:34]([O:37][CH2:38][C@@H:39]1[C:41]([C:47]([O:49][CH2:50][CH3:51])=[O:48])([C:42]([O:44][CH2:45][CH3:46])=[O:43])[C@H:40]1[CH:52]=[CH:53][CH:54]([O:60][CH:12]1[CH2:6][CH2:7][CH2:5][CH2:15][O:14]1)[CH2:55][CH2:56][CH2:57][CH2:58][CH3:59])(=[O:36])[CH3:35].[CH3:38][C@@H:39]1[C:41]([C:42]([O:44][CH3:45])=[O:43])([C:47]([O:49][CH3:50])=[O:48])[C@H:40]1[CH:52]=[CH:53][CH:54]([OH:60])[CH2:55][CH:56]=[CH:57][CH3:58]. Procedure details: In the same manner but using an equivalent amount of one of the compounds of formula of formula II (R5 = H), for example, the compounds listed in Examples 43 to 76, instead of dimethyl trans-2-(3-hydroxy-1-octenyl)cyclopropane-1,1-dicarboxylate, then the corresponding tetrahydropyranyl ether compound of formula II (R5 = tetrahydropyranyl) is obtained, for example, the corresponding tetrahydropyranyl ether compounds of Examples 43 to 76, respectively. More specifically exemplified, in the same ma... Reactants: C(C)(=O)Cl (Acetyl chloride), C1(=CC=CC=C1)CC(C)O (1-phenylpropan-2-ol). Run in CCOCC (ether), CCOCC (ether). Product: C(C)(=O)OC(CC1=CC=CC=C1)C (2-Acetoxy-1-phenylpropane). RXN SMILES: [C:1](Cl)(=[O:3])[CH3:2].[C:5]1([CH2:11][CH:12]([OH:14])[CH3:13])[CH:10]=[CH:9][CH:8]=[CH:7][CH:6]=1>CCOCC>[C:1]([O:14][CH:12]([CH3:13])[CH2:11][C:5]1[CH:10]=[CH:9][CH:8]=[CH:7][CH:6]=1)(=[O:3])[CH3:2]. Procedure: Acetyl chloride (16.7 g) in dry ether (50 ml) was added dropwise to a stirred solution of 1-phenylpropan-2-ol (26.4 g) in dry ether (250 ml). The mixture was refluxed for 2 h, washed with sodium bicarbonate solution, dried (MgSO4) and evaporated to a colourless oil (27.5 g). The reactants are CC(C)OC(=O)C1=C(C2=C(NC3=CC=C(C=C23)OCC2=CC=CC=C2)C=N1)COC (6-benzyloxy-4-methoxymethyl-9H-pyrido[3,4-b]indole-3-carboxylic acid-(1-methyl-ethyl)-ester), CN(CCC1=CC=CC=C1)CCCCC(CBr)=O (6-[N-methyl-N-(2-phenylethyl)-amino]-2-oxohexylbromide), [H-].[Na+] (sodium hydride), oil, Cl (hydrochloric acid). Run in O (water), O1CCCC1 (tetrahydrofuran), O1CCCC1 (tetrahydrofuran). The product is CC(C)OC(=O)C1=C(C2=C(N(C3=CC=C(C=C23)OCC2=CC=CC=C2)CC(CCCCN(CCC2=CC=CC=C2)C)=O)C=N1)COC (6-benzyloxy-4-methoxymethyl-9{6-[N-methyl-N-(2-phenylethyl)-amino]-2-oxohexyl}9H-pyrido[3,4-b]indole-3-carboxylic acid-(1-methylethyl)-ester). Yield: 99.2%. As a reaction SMILES: [CH3:1][CH:2]([O:4][C:5]([C:7]1[N:27]=[CH:26][C:10]2[NH:11][C:12]3[C:17]([C:9]=2[C:8]=1[CH2:28][O:29][CH3:30])=[CH:16][C:15]([O:18][CH2:19][C:20]1[CH:25]=[CH:24][CH:23]=[CH:22][CH:21]=1)=[CH:14][CH:13]=3)=[O:6])[CH3:3].[H-].[Na+].[CH3:33][N:34]([CH2:43][CH2:44][CH2:45][CH2:46][C:47](=[O:50])[CH2:48]Br)[CH2:35][CH2:36][C:37]1[CH:42]=[CH:41][CH:40]=[CH:39][CH:38]=1.Cl>O1CCCC1.O>[CH3:3][CH:2]([O:4][C:5]([C:7]1[N:27]=[CH:26][C:10]2[N:11]([CH2:48][C:47](=[O:50])[CH2:46][CH2:45][CH2:44][CH2:43][N:34]([CH3:33])[CH2:35][CH2:36][C:37]3[CH:38]=[CH:39][CH:40]=[CH:41][CH:42]=3)[C:12]3[C:17]([C:9]=2[C:8]=1[CH2:28][O:29][CH3:30])=[CH:16][C:15]([O:18][CH2:19][C:20]1[CH:25]=[CH:24][CH:23]=[CH:22][CH:21]=1)=[CH:14][CH:13]=3)=[O:6])[CH3:1] |f:1.2|. Reported procedure: 2.63 g of 6-benzyloxy-4-methoxymethyl-9H-pyrido[3,4-b]indole-3-carboxylic acid-(1-methyl-ethyl)-ester (6.5 mmol) is taken up in 50 ml of dry tetrahydrofuran and mixed for deprotonation with 235 mg of 80% sodium hydride suspension in oil (7.1 mmol). It is allowed to stir for 20 more minutes at room temperature, then 2.22 g of 6-[N-methyl-N-(2-phenylethyl)-amino]-2-oxohexylbromide (7.1 mmol)--dissolved in 10 ml of tetrahydrofuran--is added. It is stirred for 12 hours at room temperature, mixed wit... Starting materials: ( IV ), halogenated acetylene, OC=1C=C2C=CC(NC2=CC1)=O (6-hydroxy-1H-quinoline-2-one), OC=1C=C2CCC(NC2=CC1)=O (6-hydroxy-3,4-dihydro-(1H)-quinoline-2-one). Product: C(C=C)OC=1C=C2C=CC(NC2=CC1)=O (6-(2-propenyloxy) quinoline-2-one), ( V ). Reaction SMILES: [OH:1][C:2]1[CH:3]=[C:4]2[C:9](=[CH:10][CH:11]=1)[NH:8][C:7](=[O:12])[CH:6]=[CH:5]2.O[C:14]1[CH:15]=C2C(=C[CH:23]=1)NC(=O)CC2>>[CH2:15]([O:1][C:2]1[CH:3]=[C:4]2[C:9](=[CH:10][CH:11]=1)[NH:8][C:7](=[O:12])[CH:6]=[CH:5]2)[CH:14]=[CH2:23]. Reported procedure: In this process, a starting material, i.e., a known compound 6-hydroxy-1H-quinoline-2-one or 6-hydroxy-3,4-dihydro-(1H)-quinoline-2-one of the formula (IV), and a halogenated acetylene derivative are subjected to dehydrohalogenation according to a conventional method to give a 6-(2-propenyloxy) quinoline-2-one derivative of the formula (V), and the resulting compound (V) is subjected to cyclization reaction according to a conventional method to give a compound of the formula (VII). (Steps A, B) The reactants are C1(=CC=CC=C1)C(CCN(C(C1=CC=CC=C1)=O)CCCC1=C(C=CC=C1)O)C1=CC=CC=C1 (N-(3,3-diphenylpropyl)-N-[3-(2-hydroxyphenyl)propyl]benzamide), CN1CCOCC1 (NMM), C(CC)(=O)OC (methyl propionate). The solvent is CC#N (MeCN), CCOC(=O)C (EtOAc). Run at time 2 hour. Product: C(C1=CC=CC=C1)(=O)N(CCCC1=C(O/C=C/C(=O)OC)C=CC=C1)CCC(C1=CC=CC=C1)C1=CC=CC=C1 (methyl (2E)-3-(2-{3-[benzoyl(3,3-diphenylpropyl)amino]propyl}phenoxy)acrylate). As a reaction SMILES: [C:1]1([CH:7]([C:29]2[CH:34]=[CH:33][CH:32]=[CH:31][CH:30]=2)[CH2:8][CH2:9][N:10]([CH2:19][CH2:20][CH2:21][C:22]2[CH:27]=[CH:26][CH:25]=[CH:24][C:23]=2[OH:28])[C:11](=[O:18])[C:12]2[CH:17]=[CH:16][CH:15]=[CH:14][CH:13]=2)[CH:6]=[CH:5][CH:4]=[CH:3][CH:2]=1.CN1CCOCC1.[C:42]([O:46][CH3:47])(=[O:45])[CH2:43][CH3:44]>CC#N.CCOC(C)=O>[C:11]([N:10]([CH2:9][CH2:8][CH:7]([C:1]1[CH:2]=[CH:3][CH:4]=[CH:5][CH:6]=1)[C:29]1[CH:30]=[CH:31][CH:32]=[CH:33][CH:34]=1)[CH2:19][CH2:20][CH2:21][C:22]1[CH:27]=[CH:26][CH:25]=[CH:24][C:23]=1[O:28]/[CH:44]=[CH:43]/[C:42]([O:46][CH3:47])=[O:45])(=[O:18])[C:12]1[CH:17]=[CH:16][CH:15]=[CH:14][CH:13]=1. Procedure details: To a solution of N-(3,3-diphenylpropyl)-N-[3-(2-hydroxyphenyl)propyl]benzamide (100 mg) in MeCN (2 mL) was added NMM (2.3 mg) and methyl propionate (22.4 mg) at ambient temperature. The reaction mixture was stirred for 2 hours at the same temperature. The resulting mixture was diluted with EtOAc (15 mL) and washed successively with water and brine. The organic layer was dried over anhydrous MgSO4, filtered and evaporated in vacuo. The residue was purified by silica gel column chromatography (n-h... Run at temperature 0 celsius, time 8 hour. Procedure details: To magnesium turnings (5.83 g, 0.24 mol) in tetrahydrofuran (400 ml) was added dropwise trimethyl borate (68.13 ml, 0.6 mol). The reaction mixture was cooled to 0° C. and 2-bromo-3,3,3-trifluoropropene (20.75 ml, 0.2 mol) was added dropwise. The reaction mixture was then allowed to warm to room temperature and stirred under nitrogen overnight. The reaction mixture was again cooled to 0° C. and hydrochloric acid (5M, 200 ml) was added dropwise, ensuring that the temperature of the solution remain... The product is FC(C(=C)B(O)O)(F)F (1-(trifluoromethyl)vinylboronic acid). Reactants: Cl (hydrochloric acid), 59, [Mg] (magnesium), B(OC)(OC)OC (trimethyl borate), BrC(=C)C(F)(F)F (2-bromo-3,3,3-trifluoropropene). Solvent: O (water), C(C)OCC (diethyl ether), O1CCCC1 (tetrahydrofuran). As a reaction SMILES: [Mg].[B:2]([O:7]C)(OC)[O:3]C.Br[C:10]([C:12]([F:15])([F:14])[F:13])=[CH2:11].Cl>O1CCCC1.O.C(OCC)C>[F:13][C:12]([F:15])([F:14])[C:10]([B:2]([OH:7])[OH:3])=[CH2:11]. Reactants: O=C([O-])[O-], CN(C)C(=O)O, Cc1cc(O)cc(C)n1, CC#N, [Cl-], [K+], [K+]. Product: Cc1cc(OC(=O)N(C)C)cc(C)n1. As a reaction SMILES: [C:10](=[O:11])([O-:12])[O-:13].[CH3:17][N:18]([C:19]([OH:20])=[O:21])[CH3:22].[CH3:1][c:2]1[n:3][c:4]([CH3:9])[cH:5][c:6]([OH:8])[cH:7]1.[CH3:23][C:24]#[N:25].[Cl-:16].[K+:14].[K+:15]>>[CH3:1][c:2]1[n:3][c:4]([CH3:9])[cH:5][c:6]([O:8][C:19]([N:18]([CH3:17])[CH3:22])=[O:20])[cH:7]1.